Dataset: the Open Reaction Database (ORD), a public repository of structured organic reaction records. Task: describe an organic reaction: reactants, conditions, products, and yield Starting materials: Cc1ccccc1, COc1cc(NC(=O)C2CSCC(c3ccc(OC)c(OC)c3)N2)ccc1Cl. The product is COc1cc(NCC2CSCC(c3ccc(OC)c(OC)c3)N2)ccc1Cl. RXN SMILES: [CH3:29][c:30]1[cH:31][cH:32][cH:33][cH:34][cH:35]1.[Cl:1][c:2]1[c:3]([O:27][CH3:28])[cH:4][c:5]([NH:8][C:9](=[O:10])[CH:11]2[CH2:12][S:13][CH2:14][CH:15]([c:17]3[cH:18][c:19]([O:25][CH3:26])[c:20]([O:23][CH3:24])[cH:21][cH:22]3)[NH:16]2)[cH:6][cH:7]1>>[Cl:1][c:2]1[c:3]([O:27][CH3:28])[cH:4][c:5]([NH:8][CH2:9][CH:11]2[CH2:12][S:13][CH2:14][CH:15]([c:17]3[cH:18][c:19]([O:25][CH3:26])[c:20]([O:23][CH3:24])[cH:21][cH:22]3)[NH:16]2)[cH:6][cH:7]1. Starting materials: CCCC(C)Oc1nc(N)c2nc(OC)n(CCCCCN3CCCCC3)c2n1, CO, Cl, C1COCCO1. The product is CCCC(C)Oc1nc(N)c2[nH]c(=O)n(CCCCCN3CCCCC3)c2n1. RXN SMILES: [CH3:2][CH:3]([CH2:4][CH2:5][CH3:6])[O:7][c:8]1[n:9][c:10]([NH2:30])[c:11]2[n:12][c:13]([O:28][CH3:29])[n:14]([CH2:17][CH2:18][CH2:19][CH2:20][CH2:21][N:22]3[CH2:23][CH2:24][CH2:25][CH2:26][CH2:27]3)[c:15]2[n:16]1.[CH3:37][OH:38].[ClH:1].[O:31]1[CH2:32][CH2:33][O:34][CH2:35][CH2:36]1>>[CH3:2][CH:3]([CH2:4][CH2:5][CH3:6])[O:7][c:8]1[n:9][c:10]([NH2:30])[c:11]2[nH:12][c:13](=[O:28])[n:14]([CH2:17][CH2:18][CH2:19][CH2:20][CH2:21][N:22]3[CH2:23][CH2:24][CH2:25][CH2:26][CH2:27]3)[c:15]2[n:16]1. Starting materials: ClCCl, O=C(OO)c1cccc(Cl)c1, O=C1CC2(CCC2)C1CC(Cl)(Cl)Cl. Yields the product O=C1CC2(CCC2)C(CC(Cl)(Cl)Cl)O1. Reaction SMILES: [CH2:25]([Cl:26])[Cl:27].[Cl:14][c:15]1[cH:16][cH:17][cH:18][c:19]([C:20]([O:21][OH:23])=[O:22])[cH:24]1.[Cl:1][C:2]([CH2:3][CH:4]1[C:5](=[O:11])[CH2:6][C:7]12[CH2:8][CH2:9][CH2:10]2)([Cl:12])[Cl:13]>>[Cl:1][C:2]([CH2:3][CH:4]1[C:7]2([CH2:6][C:5](=[O:11])[O:22]1)[CH2:8][CH2:9][CH2:10]2)([Cl:12])[Cl:13]. Solvent: O1CCOCC1 (dioxane). RXN SMILES: [C:1](Cl)(=O)[C:2]1[CH:7]=[CH:6][CH:5]=[CH:4][CH:3]=1.[NH2:10][C:11]1[CH:12]=[CH:13][C:14]([NH:18][C:19]([O:21][CH2:22][C:23]2[CH:28]=[CH:27][CH:26]=[CH:25][CH:24]=2)=[O:20])=[C:15]([OH:17])[CH:16]=1.[C:29](=O)([O-])[O-:30].[Ca+2]>O1CCOCC1>[CH2:22]([O:21][C:19]([NH:18][C:14]1[CH:13]=[CH:12][C:11]([NH:10][C:29]([CH2:1][C:2]2[CH:7]=[CH:6][CH:5]=[CH:4][CH:3]=2)=[O:30])=[CH:16][C:15]=1[OH:17])=[O:20])[C:23]1[CH:28]=[CH:27][CH:26]=[CH:25][CH:24]=1 |f:2.3|. Reactants: C(C1=CC=CC=C1)(=O)Cl (benzoyl chloride), NC=1C=CC(=C(C1)O)NC(=O)OCC1=CC=CC=C1 (5-amino-2-(benzyloxycarbonylamino)phenol), C([O-])([O-])=O.[Ca+2] (calcium carbonate). Procedure details: 12 g of benzoyl chloride are slowly added dropwise to 0.77 mole (20 g) of 5-amino-2-(benzyloxycarbonylamino)phenol (prepared in the 2nd stage of Example 1) and 12 g of calcium carbonate in 120 ml of dioxane brought to 80° C. The mixture is heated for a further 20 minutes after the addition is complete. The mixture is filtered while hot in order to remove the inorganic salts. The expected product is precipitated by diluting the filtrate with ice-cold water. When recrystallized from methoxyethanol... The product is C(C1=CC=CC=C1)OC(=O)NC1=C(C=C(C=C1)NC(=O)CC1=CC=CC=C1)O (2-(N-benzyloxycarbonylamino)-5-(N-benzylcarbonylamino)phenol). The reactants are NC1=NC=CC2=C1C(=NN2C(C)C)C=2C=CC(=C(C#N)C2)F (5-(4-amino-1-isopropyl-1H-pyrazolo[4,3-c]pyridin-3-yl)-2-fluorobenzonitrile), ONC(C)=O (N-hydroxyacetamide), ONC(C)=O (N-hydroxyacetamide), CC(C)(C)[O-].[K+] (t-BuOK), CN(C)C=O (DMF), compound 306. Reaction conditions: temperature 25 celsius, time 8 hour. The product is NC1=NC=CC2=C1C(=NN2C(C)C)C=2C=CC1=C(C(=NO1)N)C2 (5-(4-amino-1-isopropyl-1H-pyrazolo[4,3-c]pyridin-3-yl)benzo[d]isoxazol-3-amine). Isolated yield 55.0%. As a reaction SMILES: [NH2:1][C:2]1[C:7]2[C:8]([C:14]3[CH:15]=C[C:17](F)=[C:18]([CH:21]=3)C#N)=[N:9][N:10]([CH:11]([CH3:13])[CH3:12])[C:6]=2[CH:5]=[CH:4][N:3]=1.[OH:23][NH:24][C:25](=O)[CH3:26].CC([O-])(C)C.[K+].C[N:35](C=O)C>>[NH2:1][C:2]1[C:7]2[C:8]([C:14]3[CH:21]=[CH:18][C:17]4[O:23][N:24]=[C:25]([NH2:35])[C:26]=4[CH:15]=3)=[N:9][N:10]([CH:11]([CH3:12])[CH3:13])[C:6]=2[CH:5]=[CH:4][N:3]=1 |f:2.3|. Reported procedure: A mixture of 5-(4-amino-1-isopropyl-1H-pyrazolo[4,3-c]pyridin-3-yl)-2-fluorobenzonitrile (304) (49 mg, 0.166 mmol), N-hydroxyacetamide (compound 305) (18.7 mg, 1.5 eq, 0.249 mmol) and t-BuOK (27.9 mg, 1.5 eq, 0.249 mmol) in DMF (4 mL) was stirred at 25° C. overnight. The mixture was concentrated in vacuo, brine (10 mL) was added and then extracted with ethyl acetate (3×30 mL). The combined organic layer was washed with brine (10 mL), dried over MgSO4 and filtered. The filtrate was concentrated i... Starting materials: C1OC23[C@]4(C)[C@@H](CC2(OCCO3)OC1)[C@@H]1[C@H](CC3CCCC[C@]3(C)[C@H]1CC4)CO (17,17-bis(ethylendioxy)-7β-hydroxymethylandrostane), C(#N)[C@H]1C[C@H]2[C@@H]3CCC([C@@]3(C)CC[C@@H]2[C@]2(CCC(CC12)=O)C)=O (6α-cyanoandrostane-3,17-dione). Product: OC[C@@H]1[C@H]2[C@@H]3CCC([C@@]3(C)CC[C@@H]2[C@]2(CCC(CC2C1)=O)C)=O (7β-Hydroxymethylandrostane-3,17-dione). Isolated yield 85.0%. As a reaction SMILES: [CH2:1]1COC23OCCOC2([C@]2(CC[C@H]4[C@@H]([C@@H](CO)CC5[C@]4(C)CCCC5)[C@@H]2C3)C)[O:2]1.C([C@@H:32]1[CH:49]2[C@:44]([CH3:51])([CH2:45][CH2:46][C:47](=[O:50])[CH2:48]2)[C@@H:43]2[C@H:34]([C@H:35]3[C@@:39]([CH2:41][CH2:42]2)([CH3:40])[C:38](=[O:52])[CH2:37][CH2:36]3)[CH2:33]1)#N>>[OH:2][CH2:1][C@H:33]1[CH2:32][CH:49]2[C@:44]([CH3:51])([CH2:45][CH2:46][C:47](=[O:50])[CH2:48]2)[C@@H:43]2[C@@H:34]1[C@H:35]1[C@@:39]([CH2:41][CH2:42]2)([CH3:40])[C:38](=[O:52])[CH2:37][CH2:36]1. Procedure: 7β-Hydroxymethylandrostane-3,17-dione (II-by) was prepared in 85% yield from 3,3:17,17-bis(ethylendioxy)-7β-hydroxymethylandrostane by the procedure described above for the preparation of 6α-cyanoandrostane-3,17-dione (II-ac, Prepn. 3). The combined organic extracts were washed with H2O, dried over Na2SO4 and evaporated to dryness. 1H-NMR (300 MHz, acetone-d6, ppm from TMS): δ 3.66 (m, 2H), 3.64 (t, 1H), 2.51-0.80 (m, 21H), 1.07 (s, 3H), 0.89 (s, 3H)